Dataset: the Open Reaction Database (ORD), a public repository of structured organic reaction records. Task: describe an organic reaction: reactants, conditions, products, and yield Starting materials: CCOC(=O)CC1(Cc2ccc(OCCCNc3cccc[n+]3[O-])cc2)CCCN(C(C)=O)C1, CC(=O)O, [Fe], c1ccc(P(c2ccccc2)c2ccccc2)cc1. The product is CCOC(=O)CC1(Cc2ccc(OCCCNc3ccccn3)cc2)CCCN(C(C)=O)C1. As a reaction SMILES: [C:1]([CH3:2])(=[O:3])[N:4]1[CH2:5][C:6]([CH2:10][c:11]2[cH:12][cH:13][c:14]([O:17][CH2:18][CH2:19][CH2:20][NH:21][c:22]3[n+:23]([O-:28])[cH:24][cH:25][cH:26][cH:27]3)[cH:15][cH:16]2)([CH2:29][C:30](=[O:31])[O:32][CH2:33][CH3:34])[CH2:7][CH2:8][CH2:9]1.[CH3:55][C:56](=[O:57])[OH:58].[Fe:54].[c:35]1([P:36]([c:37]2[cH:38][cH:39][cH:40][cH:41][cH:42]2)[c:43]2[cH:44][cH:45][cH:46][cH:47][cH:48]2)[cH:49][cH:50][cH:51][cH:52][cH:53]1>>[C:1]([CH3:2])(=[O:3])[N:4]1[CH2:5][C:6]([CH2:10][c:11]2[cH:12][cH:13][c:14]([O:17][CH2:18][CH2:19][CH2:20][NH:21][c:22]3[n:23][cH:24][cH:25][cH:26][cH:27]3)[cH:15][cH:16]2)([CH2:29][C:30](=[O:31])[O:32][CH2:33][CH3:34])[CH2:7][CH2:8][CH2:9]1. The reactants are saturated saline solution, COC=1C=C(C(=O)N2CCN(CC2)C=2C=C3CCC(NC3=CC2)=O)C=CC1OC (6-[4-(3,4-Dimethoxybenzoyl)-1-piperazinyl]-3,4-dihydrocarbostyril), [H-].[Na+] (sodium hydride), C(C#C)Cl (propargyl chloride). Solvent: CN(C)C=O (DMF). Conditions: time 2 hour. Yields the product C(C#C)N1C(=O)CCC2=CC(=CC=C12)N1CCN(CC1)C(C1=CC(=C(C=C1)OC)OC)=O (1-(2-propynyl)-6-[4-(3,4-dimethoxybenzoyl)-1-piperazinyl]-3,4-dihydrocarbostyril). Isolated yield 15.8%. Reaction SMILES: [CH3:1][O:2][C:3]1[CH:4]=[C:5]([CH:25]=[CH:26][C:27]=1[O:28][CH3:29])[C:6]([N:8]1[CH2:13][CH2:12][N:11]([C:14]2[CH:15]=[C:16]3[C:21](=[CH:22][CH:23]=2)[NH:20][C:19](=[O:24])[CH2:18][CH2:17]3)[CH2:10][CH2:9]1)=[O:7].[H-].[Na+].[CH2:32](Cl)[C:33]#[CH:34]>CN(C=O)C>[CH2:34]([N:20]1[C:21]2[C:16](=[CH:15][C:14]([N:11]3[CH2:10][CH2:9][N:8]([C:6](=[O:7])[C:5]4[CH:25]=[CH:26][C:27]([O:28][CH3:29])=[C:3]([O:2][CH3:1])[CH:4]=4)[CH2:13][CH2:12]3)=[CH:23][CH:22]=2)[CH2:17][CH2:18][C:19]1=[O:24])[C:33]#[CH:32] |f:1.2|. Procedure: 6-[4-(3,4-Dimethoxybenzoyl)-1-piperazinyl]-3,4-dihydrocarbostyril (1.96 g) and 0.25 g of 50% oily sodium hydride were mixed with 60 ml of DMF and stirred at room temperature for 2 hours. Then, to the mixture was added 0.66 g of propargyl chloride and the mixture was stirred at room temperature for 7 hours. The reaction mixture was poured into a 150 ml of saturated saline solution and organic substances were extracted with chloroform. The chloroform layer was washed with water and dehydrated. Chl... Starting materials: B(Br)(Br)Br (boron tribromide), COC=1C=C(C=CC1)/C=C/C(=O)NC1(C(N(C2=CC=CC=C12)CCCCC)=O)CCC(=O)OCC (ethyl 3-[2,3-dihydro-3-[(E)-3-(3-methoxyphenyl)-2-propenoylamino]-2-oxo-1-pentyl-1H-indol-3-yl]propionate), ice water. Run in C(Cl)Cl (methylene chloride). Run at time 1 hour. The product is OC=1C=C(C=CC1)/C=C/C(=O)NC1(C(N(C2=CC=CC=C12)CCCCC)=O)CCC(=O)OCC (ethyl 3-[2,3-dihydro-3-[(E)-3-(3-hydroxyphenyl)-2-propenoylamino]-2-oxo-1-pentyl-1H-indol-3-yl]propionate). The yield is 96.1%. RXN SMILES: B(Br)(Br)Br.C[O:6][C:7]1[CH:8]=[C:9](/[CH:13]=[CH:14]/[C:15]([NH:17][C:18]2([CH2:33][CH2:34][C:35]([O:37][CH2:38][CH3:39])=[O:36])[C:26]3[C:21](=[CH:22][CH:23]=[CH:24][CH:25]=3)[N:20]([CH2:27][CH2:28][CH2:29][CH2:30][CH3:31])[C:19]2=[O:32])=[O:16])[CH:10]=[CH:11][CH:12]=1>C(Cl)Cl>[OH:6][C:7]1[CH:8]=[C:9](/[CH:13]=[CH:14]/[C:15]([NH:17][C:18]2([CH2:33][CH2:34][C:35]([O:37][CH2:38][CH3:39])=[O:36])[C:26]3[C:21](=[CH:22][CH:23]=[CH:24][CH:25]=3)[N:20]([CH2:27][CH2:28][CH2:29][CH2:30][CH3:31])[C:19]2=[O:32])=[O:16])[CH:10]=[CH:11][CH:12]=1. Procedure: Under ice cooling, 2 ml of boron tribromide was added dropwise to a stirred solution of 1.64 g of ethyl 3-[2,3-dihydro-3-[(E)-3-(3-methoxyphenyl)-2-propenoylamino]-2-oxo-1-pentyl-1H-indol-3-yl]propionate in methylene chloride (30 ml). After stirring under ice cooling for 1 hour, the mixture was poured into ice water and extracted with chloroform. After the extract was dried, the solvent was removed by evaporation under reduced pressure. The residue was purified by silica gel column chromatograph... Starting materials: Cl, Cl[Cu], O=N[O-], CCc1nc(-c2cc3c(cc2N)CCCC3)c(CC)nc1NC(CC)CC, [Na+], O. Yields the product CCc1nc(-c2cc3c(cc2Cl)CCCC3)c(CC)nc1NC(CC)CC. RXN SMILES: [ClH:28].[Cu:34][Cl:35].[N:29]([O-:30])=[O:31].[NH2:1][c:2]1[c:3](-[c:12]2[n:13][c:14]([CH2:26][CH3:27])[c:15]([NH:20][CH:21]([CH2:22][CH3:23])[CH2:24][CH3:25])[n:16][c:17]2[CH2:18][CH3:19])[cH:4][c:5]2[c:10]([cH:11]1)[CH2:9][CH2:8][CH2:7][CH2:6]2.[Na+:32].[OH2:33]>>[c:2]1([Cl:28])[c:3](-[c:12]2[n:13][c:14]([CH2:26][CH3:27])[c:15]([NH:20][CH:21]([CH2:22][CH3:23])[CH2:24][CH3:25])[n:16][c:17]2[CH2:18][CH3:19])[cH:4][c:5]2[c:10]([cH:11]1)[CH2:9][CH2:8][CH2:7][CH2:6]2. The reactants are COC1=C(CN[C@@H]2[C@@H](NCCC2)C2=CC=CC=C2)C=CC=C1 ((2S,3S)-3-(2-methoxybenzyl)amino-2-phenylpiperdine), O (water), hydrochloride salt, CO (methanol), Cl (hydrochloric acid). The reagents and catalysts are [C].[Pd] (palladium-carbon). Run in C(C)O (ethanol). Run at time 1 day. Yields the product N[C@@H]1[C@@H](NCCC1)C1=CC=CC=C1 ((2S,3S)-3-Amino-2-phenylpiperidine). As a reaction SMILES: O.CO.Cl.COC1C=CC=CC=1C[NH:10][C@H:11]1[CH2:16][CH2:15][CH2:14][NH:13][C@H:12]1[C:17]1[CH:22]=[CH:21][CH:20]=[CH:19][CH:18]=1>[C].[Pd].C(O)C>[NH2:10][C@H:11]1[CH2:16][CH2:15][CH2:14][NH:13][C@H:12]1[C:17]1[CH:22]=[CH:21][CH:20]=[CH:19][CH:18]=1 |f:4.5|. Procedure: In a bottle were placed 31 g of 10% palladium-carbon, 50 mL of water, 300 mL of methanol, 450 mL of ethanol, 20 mL of concentrated aqueous hydrochloric acid and 15 g (0.04 mole) of the hydrochloride salt of (2S,3S)-3-(2-methoxybenzyl)amino-2-phenylpiperdine. The mixture was shaken under hydrogen (40 p.s.i.) for 1 day and filtered through a pad of diatomaceous earth. The pad was rinsed with 2N aqueous hydrochloric acid (HCl), water, ethanol and water and concentrated with a rotary evaporator. Wat... Reactants: C1(CCCCC1)C1=C2N(C3=CC(=CC=C13)C(=O)OC)CC1=CC=CC=C12 (Methyl 11-cyclohexyl-6H-isoindolo[2,1-a]indole-3-carboxylate), Cl (HCl). Solvent: C(C)O (ethanol), [OH-].[Na+] (NaOH). The product is C1(CCCCC1)C1=C2N(C3=CC(=CC=C13)C(=O)O)CC1=CC=CC=C12 (11-cyclohexyl-6H-isoindolo[2,1-a]indole-3-carboxylic acid). As a reaction SMILES: [CH:1]1([C:7]2[C:15]3[C:10](=[CH:11][C:12]([C:16]([O:18]C)=[O:17])=[CH:13][CH:14]=3)[N:9]3[CH2:20][C:21]4[C:26]([C:8]=23)=[CH:25][CH:24]=[CH:23][CH:22]=4)[CH2:6][CH2:5][CH2:4][CH2:3][CH2:2]1.Cl>C(O)C.[OH-].[Na+]>[CH:1]1([C:7]2[C:15]3[C:10](=[CH:11][C:12]([C:16]([OH:18])=[O:17])=[CH:13][CH:14]=3)[N:9]3[CH2:20][C:21]4[C:26]([C:8]=23)=[CH:25][CH:24]=[CH:23][CH:22]=4)[CH2:2][CH2:3][CH2:4][CH2:5][CH2:6]1 |f:3.4|. Reported procedure: A mixture of Example 6 in ethanol (8 mL) and 1N NaOH (2.0 mL) was stirred at reflux for 1 hour and cooled to room temperature. The solution was acidified with 1N HCl (2.1 mL) and partially concentrated. The precipitated solid was collected by filtration, washed with water, dissolved in methanol, and filtered. The filtrate was concentrated by boiling to about 0.4 mL, and diluted with diethyl ether. The resulting precipitate was collected by filtration to provide the desired product as a colorless...